From a dataset of the Open Reaction Database (ORD), a public repository of structured organic reaction records. describe an organic reaction: reactants, conditions, products, and yield Reactants: FC(C(=O)O)(F)F.ClC=1C(=C2C(=NC1)NC(=N2)C2=CC=C(C=C2)CN2CCOCC2)N[C@H]2[C@H]([C@@H]1C=C[C@H]2C1)C(=O)N ((1S,2S,3R,4R)-3-[6-Chloro-2-(4-morpholin-4-ylmethyl-phenyl)-3H-imidazo[4,5-b]pyridine-7-ylamino]-bicyclo[2.2.1]hept-5-ene-2-carboxylic acid amide-trifluoroacetate salt), NC1=NC=C(C(=C1N)N[C@H]1[C@H]([C@@H]2C=C[C@H]1C2)C(=O)N)Cl ((1S,2S,3R,4R)-3-(2,3-Diamino-5-chloro-pyridin-4-ylamino)-bicyclo[2.2.1]hept-5-ene-2-carboxylic acid amide), 2-methoxy-4-(4-methyl-piperazin-1-ylmethyl)-benzaldehyde bis trifluoroacetate. The product is ClC=1C(=C2C(=NC1)NC(=N2)C2=C(C=C(C=C2)CN2CCN(CC2)C)OC)N[C@H]2[C@H]([C@@H]1C=C[C@H]2C1)C(=O)N ((1S,2S,3R,4R)-3-{6-Chloro-2-[2-methoxy-4-(4-methyl-piperazin-1-ylmethyl)-phenyl]-3H-imidazo[4,5-b]pyridine-7-ylamino}-bicyclo[2.2.1]hept-5-ene-2-carboxylic acid amide). Yield: 18.0%. RXN SMILES: FC(F)(F)[C:3]([OH:5])=O.[Cl:8][C:9]1[C:10]([NH:31][C@@H:32]2[C@@H:37]3[CH2:38][C@@H:34]([CH:35]=[CH:36]3)[C@@H:33]2[C:39]([NH2:41])=[O:40])=[C:11]2[N:17]=[C:16]([C:18]3[CH:23]=[CH:22][C:21]([CH2:24][N:25]4[CH2:30]CO[CH2:27][CH2:26]4)=[CH:20][CH:19]=3)[NH:15][C:12]2=[N:13][CH:14]=1.N[C:43]1C(N)=C(N[C@@H]2[C@@H]3C[C@@H](C=C3)[C@@H]2C(N)=O)C(Cl)=[CH:45][N:44]=1>>[Cl:8][C:9]1[C:10]([NH:31][C@@H:32]2[C@@H:37]3[CH2:38][C@@H:34]([CH:35]=[CH:36]3)[C@@H:33]2[C:39]([NH2:41])=[O:40])=[C:11]2[N:17]=[C:16]([C:18]3[CH:23]=[CH:22][C:21]([CH2:24][N:25]4[CH2:26][CH2:27][N:44]([CH3:45])[CH2:43][CH2:30]4)=[CH:20][C:19]=3[O:5][CH3:3])[NH:15][C:12]2=[N:13][CH:14]=1 |f:0.1|. Procedure: In the same fashion as for Compound III, (1S,2S,3R,4R)-3-(2,3-Diamino-5-chloro-pyridin-4-ylamino)-bicyclo[2.2.1]hept-5-ene-2-carboxylic acid amide and 2-methoxy-4-(4-methyl-piperazin-1-ylmethyl)-benzaldehyde bis trifluoroacetate were reacted to produce the title compound (18%). 1H NMR (d-chloroform): 10.74 (s, 1H), 8.34 (d, J=7 Hz, 1H), 8.03 (s, 1H), 7.12 (m, 2H), 6.37 (m, 3H), 5.55 (d, J=8 Hz, 1H), 5.20 (t, J=7 Hz, 1H), 5.14 (br s, 1H), 4.08 (s, 3H), 3.58 (s, 2H), 3.18 (s, 1H), 2.91 (s, 1H), 2.... Starting materials: FC=1C=C(COCC2=CC=CC(=N2)N)C=CC1 (6-(3-fluoro-benzyloxymethyl)-pyridin-2-ylamine), FC1=C(C=CC(=C1)F)S(=O)(=O)Cl (2,4-difluoro-benzenesulfonyl chloride). Product: FC1=C(C=CC(=C1)F)S(=O)(=O)NC1=NC(=CC=C1)COCC1=CC(=CC=C1)F (2,4-Difluoro-N-[6-(3-fluoro-benzyloxymethyl)-pyridin-2-yl]-benzenesulfonamide). Reaction SMILES: [F:1][C:2]1[CH:3]=[C:4]([CH:15]=[CH:16][CH:17]=1)[CH2:5][O:6][CH2:7][C:8]1[N:13]=[C:12]([NH2:14])[CH:11]=[CH:10][CH:9]=1.[F:18][C:19]1[CH:24]=[C:23]([F:25])[CH:22]=[CH:21][C:20]=1[S:26](Cl)(=[O:28])=[O:27]>>[F:18][C:19]1[CH:24]=[C:23]([F:25])[CH:22]=[CH:21][C:20]=1[S:26]([NH:14][C:12]1[CH:11]=[CH:10][CH:9]=[C:8]([CH2:7][O:6][CH2:5][C:4]2[CH:15]=[CH:16][CH:17]=[C:2]([F:1])[CH:3]=2)[N:13]=1)(=[O:28])=[O:27]. Procedure details: This material was prepared in analogy to example 1 from 6-(3-fluoro-benzyloxymethyl)-pyridin-2-ylamine (0.06 g) and 2,4-difluoro-benzenesulfonyl chloride (0.06 g) as a yellow solid(0.07 g). MS (ESI−): 407.2 ([M−H]−).